This data is from the Open Reaction Database (ORD), a public repository of structured organic reaction records. The task is: describe an organic reaction: reactants, conditions, products, and yield Reactants: CCO, COC(=O)c1ccc(Cn2nc(C3CCCCC3)cc2-c2ccc(OC(F)(F)F)cc2)cc1, [Na+], [OH-], O. Product: O=C(O)c1ccc(Cn2nc(C3CCCCC3)cc2-c2ccc(OC(F)(F)F)cc2)cc1. RXN SMILES: [CH3:36][CH2:37][OH:38].[CH:1]1([c:7]2[n:8][n:9]([CH2:23][c:24]3[cH:25][cH:26][c:27]([C:28](=[O:29])[O:30][CH3:31])[cH:32][cH:33]3)[c:10](-[c:12]3[cH:13][cH:14][c:15]([O:18][C:19]([F:20])([F:21])[F:22])[cH:16][cH:17]3)[cH:11]2)[CH2:2][CH2:3][CH2:4][CH2:5][CH2:6]1.[Na+:35].[OH-:34].[OH2:39]>>[CH:1]1([c:7]2[n:8][n:9]([CH2:23][c:24]3[cH:25][cH:26][c:27]([C:28](=[O:29])[OH:30])[cH:32][cH:33]3)[c:10](-[c:12]3[cH:13][cH:14][c:15]([O:18][C:19]([F:20])([F:21])[F:22])[cH:16][cH:17]3)[cH:11]2)[CH2:2][CH2:3][CH2:4][CH2:5][CH2:6]1. The reactants are BrC1=C(N)C=CC(=C1)CC1CCCC1 (2-bromo-4-(cyclopentylmethyl)aniline), ClC1=C(C=CC=C1Cl)B(O)O (2,3-dichlorobenzene boronic acid). Product: ClC1=C(C=CC=C1Cl)C1=C(N)C=CC(=C1)CC1CCCC1 (2-(2,3-dichlorophenyl)-4-(cyclopentylmethyl)aniline). Reaction SMILES: Br[C:2]1[CH:8]=[C:7]([CH2:9][CH:10]2[CH2:14][CH2:13][CH2:12][CH2:11]2)[CH:6]=[CH:5][C:3]=1[NH2:4].[Cl:15][C:16]1[C:21]([Cl:22])=[CH:20][CH:19]=[CH:18][C:17]=1B(O)O>>[Cl:15][C:16]1[C:21]([Cl:22])=[CH:20][CH:19]=[CH:18][C:17]=1[C:2]1[CH:8]=[C:7]([CH2:9][CH:10]2[CH2:14][CH2:13][CH2:12][CH2:11]2)[CH:6]=[CH:5][C:3]=1[NH2:4]. Procedure details: 2-bromo-4-(cyclopentylmethyl)aniline and 2,3-dichlorobenzene boronic acid can be combined to form 2-(2,3-dichlorophenyl)-4-(cyclopentylmethyl)aniline, and